From a dataset of the Open Reaction Database (ORD), a public repository of structured organic reaction records. describe an organic reaction: reactants, conditions, products, and yield Starting materials: Cc1c(C(=O)O)oc2ccccc12, Cc1cccc(N)c1C. Reagents/catalysts: CCN=C=NCCCN(C)C.Cl (EDC-HCl), C1=CC2=C(C=C1Cl)N(N=N2)O (6-Cl-HOBT). The solvent is CN(C)C=O (DMF), CN(C)C=O (DMF), CN(C)C=O (DMF), CN(C)C=O (DMF), CN(C)C=O (DMF), CN(C)C=O (DMF). Reaction conditions: temperature 25 celsius, time 2 hour. Yields the product Cc1cccc(NC(=O)c2oc3ccccc3c2C)c1C. The yield is 81.6%. Reaction SMILES: Cc1cccc(N)c1C.Cc1c(C(=O)O)oc2ccccc12.CCN=C=NCCCN(C)C.Cl.C1=CC2=C(C=C1Cl)N(N=N2)O.CN(C)C=O>>Cc1cccc(NC(=O)c2oc3ccccc3c2C)c1C. Starting materials: CC(C)(C)OC(=O)N(CC(=O)O)CC(=O)O, C(=NC1CCCCC1)=NC1CCCCC1, ClCCl. The product is CC(C)(C)OC(=O)N1CC(=O)OC(=O)C1. As a reaction SMILES: [C:1]([CH3:2])([CH3:3])([CH3:4])[O:5][C:6](=[O:7])[N:8]([CH2:9][C:10](=[O:11])[OH:12])[CH2:13][C:14](=[O:15])[OH:16].[CH:17]1([N:18]=[C:19]=[N:20][CH:21]2[CH2:22][CH2:23][CH2:24][CH2:25][CH2:26]2)[CH2:27][CH2:28][CH2:29][CH2:30][CH2:31]1.[Cl:32][CH2:33][Cl:34]>>[C:1]([CH3:2])([CH3:3])([CH3:4])[O:5][C:6](=[O:7])[N:8]1[CH2:9][C:10](=[O:12])[O:16][C:14](=[O:15])[CH2:13]1. Reactants: NC=1C(=NC=NC1I)I (5-amino-4,6-diiodopyrimidine), ClC=1C=C(N)C=CC1OCC1=CC(=CC=C1)F (3-chloro-4-[(3-fluorobenzyl)oxy]aniline), O (Water). Run in CN1C(CCC1)=O (1-methyl-2-pyrrolidone). Product: ClC=1C=C(C=CC1OCC1=CC(=CC=C1)F)NC1=NC=NC(=C1N)I (N4-{3-chloro-4-[(3-fluorobenzyl)oxy]phenyl}-6-iodopyrimidine-4,5-diamine). Isolated yield 81.0%. Reaction SMILES: [NH2:1][C:2]1[C:3]([I:9])=[N:4][CH:5]=[N:6][C:7]=1I.[Cl:10][C:11]1[CH:12]=[C:13]([CH:15]=[CH:16][C:17]=1[O:18][CH2:19][C:20]1[CH:25]=[CH:24][CH:23]=[C:22]([F:26])[CH:21]=1)[NH2:14].O>CN1CCCC1=O>[Cl:10][C:11]1[CH:12]=[C:13]([NH:14][C:7]2[C:2]([NH2:1])=[C:3]([I:9])[N:4]=[CH:5][N:6]=2)[CH:15]=[CH:16][C:17]=1[O:18][CH2:19][C:20]1[CH:25]=[CH:24][CH:23]=[C:22]([F:26])[CH:21]=1. Procedure details: A solution of 5-amino-4,6-diiodopyrimidine (3.83 g) and 3-chloro-4-[(3-fluorobenzyl)oxy]aniline (2.78 g) in 1-methyl-2-pyrrolidone (30 mL) was stirred at 70° C. for 14 hrs. Water was added to the reaction system and the mixture was extracted with ethyl acetate. The organic layer washed with water and saturated brine and dried over magnesium sulfate. After concentration under reduced pressure, the residue was separated and purified by column chromatography (eluent, ethyl acetate:hexane=1:4→2:3→1:... Reactants: Brc1cnc2c(c1)CC1(CN3CCC1CC3)O2, OB(O)c1cc2ccccc2s1. The product is c1ccc2sc(-c3cnc4c(c3)CC3(CN5CCC3CC5)O4)cc2c1. RXN SMILES: [Br:1][c:2]1[cH:3][c:4]2[c:5]([n:6][cH:7]1)[O:8][C:9]1([CH2:10][N:11]3[CH2:12][CH2:13][CH:14]1[CH2:15][CH2:16]3)[CH2:17]2.[s:18]1[c:19]2[c:20]([cH:21][c:22]1[B:23]([OH:24])[OH:25])[cH:26][cH:27][cH:28][cH:29]2>>[c:2]1(-[c:22]2[s:18][c:19]3[c:20]([cH:21]2)[cH:26][cH:27][cH:28][cH:29]3)[cH:3][c:4]2[c:5]([n:6][cH:7]1)[O:8][C:9]1([CH2:10][N:11]3[CH2:12][CH2:13][CH:14]1[CH2:15][CH2:16]3)[CH2:17]2. Reactants: C(C)(=O)OC(C)=O (Acetic anhydride), C(=O)O (formic acid), NC1=C(C=C(C=C1Cl)NC(C(Cl)(Cl)Cl)=O)Cl (N-(4-amino-3,5-dichlorophenyl)-trichloroacetamide), anhydride. Run at temperature 5 celsius, time 20 hour. Product: ClC=1C=C(C=C(C1NC=O)Cl)NC(C(Cl)(Cl)Cl)=O (N-(3,5-dichloro-4-formamidophenyl)-trichloroacetamide). Yield: 69.1%. Reaction SMILES: [C:1](OC(=O)C)(=[O:3])C.C(O)=O.[NH2:11][C:12]1[C:17]([Cl:18])=[CH:16][C:15]([NH:19][C:20](=[O:25])[C:21]([Cl:24])([Cl:23])[Cl:22])=[CH:14][C:13]=1[Cl:26]>>[Cl:26][C:13]1[CH:14]=[C:15]([NH:19][C:20](=[O:25])[C:21]([Cl:24])([Cl:22])[Cl:23])[CH:16]=[C:17]([Cl:18])[C:12]=1[NH:11][CH:1]=[O:3]. Procedure details: Acetic anhydride (600 mL, 6.4 mol) and 90% formic acid (275 mL, 5.4 mol) are heated to reflux for 45 minutes and then cooled to 5° C. The N-(4-amino-3,5-dichlorophenyl)-trichloroacetamide (464 g., 1.44 mol) is added to the mixed anhydride solution and mechanically stirred for 20 hours at room temperature. Then the reaction mixture is poured onto ice (2 liters). When the stirred slurry reaches room temperature, it is collected by suction filtration and washed with water (1.5 liters) and dried to ... Reactants: CCN(C(C)C)C(C)C, CC(C)CNCc1ccc(C(F)(F)F)cc1, CC#N, COC(=O)c1ccccc1OCCc1ccc(OCC(=O)Cl)cc1. Yields the product COC(=O)c1ccccc1OCCc1ccc(OCC(=O)N(Cc2ccc(C(F)(F)F)cc2)CC(C)C)cc1. As a reaction SMILES: [CH2:17]([N:18]([CH:19]([CH3:20])[CH3:21])[CH:22]([CH3:23])[CH3:24])[CH3:25].[CH2:1]([CH:2]([CH3:3])[CH3:4])[NH:5][CH2:6][c:7]1[cH:8][cH:9][c:10]([C:13]([F:14])([F:15])[F:16])[cH:11][cH:12]1.[CH3:50][C:51]#[N:52].[Cl:26][C:27]([CH2:28][O:29][c:30]1[cH:31][cH:32][c:33]([CH2:36][CH2:37][O:38][c:39]2[c:40]([C:41](=[O:42])[O:43][CH3:44])[cH:45][cH:46][cH:47][cH:48]2)[cH:34][cH:35]1)=[O:49]>>[CH2:1]([CH:2]([CH3:3])[CH3:4])[N:5]([CH2:6][c:7]1[cH:8][cH:9][c:10]([C:13]([F:14])([F:15])[F:16])[cH:11][cH:12]1)[C:27]([CH2:28][O:29][c:30]1[cH:31][cH:32][c:33]([CH2:36][CH2:37][O:38][c:39]2[c:40]([C:41](=[O:42])[O:43][CH3:44])[cH:45][cH:46][cH:47][cH:48]2)[cH:34][cH:35]1)=[O:49]. Reactants: O1C(=CC=C1)C(CCCCCC(C(=S)O)C1=CC=CC=C1)O (8-(2-furyl)-8-hydroxy-2-phenylthiooctanoic acid), S(O)(O)(=O)=O (sulfuric acid), 3-hydroxy, product, C1(O)=CC=C(O)C=C1 (hydroquinone), C([O-])(O)=O.[Na+] (sodium bicarbonate), [Cl-].[Na+] (sodium chloride). Solvent: O (water), C(C)(=O)OCC (ethyl acetate), C(OC)COC (glyme), C(=O)O (formic acid). Reaction conditions: temperature 50 celsius. Yields the product OC1C=C(C(C1)=O)CCCCCC(C(=S)O)C1=CC=CC=C1 (7-(4-Hydroxycyclopent-2-en-1-on-2-yl)-2-phenylthioheptanoic acid). As a reaction SMILES: [O:1]1[CH:5]=[CH:4][CH:3]=[C:2]1[CH:6](O)[CH2:7][CH2:8][CH2:9][CH2:10][CH2:11][CH:12]([C:16]1[CH:21]=[CH:20][CH:19]=[CH:18][CH:17]=1)[C:13]([OH:15])=[S:14].C1(C=CC(O)=CC=1)[OH:24].C(=O)(O)[O-].[Na+].S(=O)(=O)(O)O.[Cl-].[Na+]>C(OCC)(=O)C.C(O)=O.O.C(COC)OC>[OH:24][CH:3]1[CH2:4][C:5](=[O:1])[C:6]([CH2:7][CH2:8][CH2:9][CH2:10][CH2:11][CH:12]([C:16]2[CH:21]=[CH:20][CH:19]=[CH:18][CH:17]=2)[C:13]([OH:15])=[S:14])=[CH:2]1 |f:2.3,5.6|. Procedure: To a stirred solution of 54.4 g. of 8-(2-furyl)-8-hydroxy-2-phenylthiooctanoic acid in 815 ml. of glyme and 610 ml. of water is added successively 0.5 g. of hydroquinone, 12.0 g. of sodium bicarbonate and 122 ml. of 90% formic acid. The resulting solution is heated at reflux temperature for 24 hours, cooled to 50° C. to produce a mixture of the 3-hydroxy and 4-hydroxy isomers. This is then treated dropwise with 40 ml. of concentrated sulfuric acid during 15 minutes. The resulting solution is ref... Starting materials: C(C)OC1=C(C(=C(C2=CC=CC=C12)OCC)C(=O)OCC)C(=O)OCC (Diethyl 1,4-bis(ethyloxy)-2,3-naphthalenedicarboxylate), [OH-].[Na+] (sodium hydroxide). The solvent is O (water), C(C)O (ethanol), C(C)O (ethanol). Conditions: temperature 100 celsius, time 8 hour. Yields the product C(C)OC1=C(C(=C(C2=CC=CC=C12)OCC)C(=O)O)C(=O)O (1,4-Bis(ethyloxy)-2,3-naphthalenedicarboxylic acid). Yield: 89.7%. As a reaction SMILES: [CH2:1]([O:3][C:4]1[C:13]2[C:8](=[CH:9][CH:10]=[CH:11][CH:12]=2)[C:7]([O:14][CH2:15][CH3:16])=[C:6]([C:17]([O:19]CC)=[O:18])[C:5]=1[C:22]([O:24]CC)=[O:23])[CH3:2].[OH-].[Na+]>C(O)C.O>[CH2:15]([O:14][C:7]1[C:8]2[C:13](=[CH:12][CH:11]=[CH:10][CH:9]=2)[C:4]([O:3][CH2:1][CH3:2])=[C:5]([C:22]([OH:24])=[O:23])[C:6]=1[C:17]([OH:19])=[O:18])[CH3:16] |f:1.2|. Procedure: Diethyl 1,4-bis(ethyloxy)-2,3-naphthalenedicarboxylate (24.8 g, 68.8 mmol) was suspended in ethanol (200 ml) and treated with sodium hydroxide (8.3 g, 206.4 mmol) dissolved in 200 ml of water. A further 50 ml of ethanol added to aid stirring. Heated to reflux, 100° C. All in solution on heating. Refluxed for 8 hours. Cooled to room temperature and stood overnight. Solvent was evaporated to almost dryness. Water was added and stirred in an ice bath. Acidified with 2M HCl solution (˜150 ml). The w...